From a dataset of the Open Reaction Database (ORD), a public repository of structured organic reaction records. describe an organic reaction: reactants, conditions, products, and yield The reactants are CCC(=O)c1nc(C)nc2c1c(C)c(C)n2-c1c(C)cc(C)cc1C, CC(=O)[O-], CO, [Na+], ONCl. Product: CCC(=NO)c1nc(C)nc2c1c(C)c(C)n2-c1c(C)cc(C)cc1C. As a reaction SMILES: [CH3:1][c:2]1[n:3][c:4]([C:22]([CH2:23][CH3:24])=[O:25])[c:5]2[c:6]([n:7]1)[n:8](-[c:13]1[c:14]([CH3:21])[cH:15][c:16]([CH3:20])[cH:17][c:18]1[CH3:19])[c:9]([CH3:12])[c:10]2[CH3:11].[CH3:30][C:31](=[O:32])[O-:33].[CH3:34][OH:35].[Na+:29].[OH:26][NH:27][Cl:28]>>[CH3:1][c:2]1[n:3][c:4]([C:22]([CH2:23][CH3:24])=[N:27][OH:26])[c:5]2[c:6]([n:7]1)[n:8](-[c:13]1[c:14]([CH3:21])[cH:15][c:16]([CH3:20])[cH:17][c:18]1[CH3:19])[c:9]([CH3:12])[c:10]2[CH3:11]. The reactants are [Al+3], COC(=O)c1ccc[nH]1, [Cl-], [Cl-], [Cl-], ClCCl, O=S(=O)(Cl)c1cccs1. Yields the product COC(=O)c1cc(S(=O)(=O)c2cccs2)c[nH]1. RXN SMILES: [Al+3:11].[CH3:14][O:15][C:16](=[O:17])[c:18]1[nH:19][cH:20][cH:21][cH:22]1.[Cl-:10].[Cl-:12].[Cl-:13].[Cl:23][CH2:24][Cl:25].[s:1]1[c:2]([S:6](=[O:7])(=[O:8])[Cl:9])[cH:3][cH:4][cH:5]1>>[s:1]1[c:2]([S:6](=[O:7])(=[O:8])[c:21]2[cH:20][nH:19][c:18]([C:16]([O:15][CH3:14])=[O:17])[cH:22]2)[cH:3][cH:4][cH:5]1.